This data is from the Open Reaction Database (ORD), a public repository of structured organic reaction records. The task is: describe an organic reaction: reactants, conditions, products, and yield Reactants: CC(=O)OC(C)=O, O=CO, Nc1nc(SCc2ccccc2)nn1-c1ccccc1. Product: O=CNc1nc(SCc2ccccc2)nn1-c1ccccc1. As a reaction SMILES: [CH3:21][C:22](=[O:23])[O:24][C:25](=[O:26])[CH3:27].[CH:28]([OH:29])=[O:30].[NH2:1][c:2]1[n:3][c:4]([S:13][CH2:14][c:15]2[cH:16][cH:17][cH:18][cH:19][cH:20]2)[n:5][n:6]1-[c:7]1[cH:8][cH:9][cH:10][cH:11][cH:12]1>>[NH:1]([c:2]1[n:3][c:4]([S:13][CH2:14][c:15]2[cH:16][cH:17][cH:18][cH:19][cH:20]2)[n:5][n:6]1-[c:7]1[cH:8][cH:9][cH:10][cH:11][cH:12]1)[CH:22]=[O:23]. Reactants: potassium tert.butylate, CI (methyl iodide), CC1(CCC(C2=CC=CC=C12)C(CC)=O)C (1,1-dimethyl-4-propionyl-tetralin), CI (methyl iodide). Run in C(C)(C)(C)O (tert.butanol). Reaction conditions: temperature 5 celsius, time 1 hour. Product: CC1(CCC(C2=CC=CC=C12)(C(CC)=O)C)C (1,1,4-trimethyl-4-propionyl-tetralin). Isolated yield 52.2%. RXN SMILES: [CH3:1][C:2]1([CH3:16])[C:11]2[C:6](=[CH:7][CH:8]=[CH:9][CH:10]=2)[CH:5]([C:12](=[O:15])[CH2:13][CH3:14])[CH2:4][CH2:3]1.[CH3:17]I>C(O)(C)(C)C>[CH3:16][C:2]1([CH3:1])[C:11]2[C:6](=[CH:7][CH:8]=[CH:9][CH:10]=2)[C:5]([CH3:17])([C:12](=[O:15])[CH2:13][CH3:14])[CH2:4][CH2:3]1. Procedure details: 5.6 g of potassium tert.butylate are placed in 42.5 ml of tert.butanol and 10.8 g of 1,1-dimethyl-4-propionyl-tetralin are added dropwise thereto. The mixture is stirred for 1 hour, cooled to 5° C. and 8.5 g of methyl iodide are added. The mixture is stirred for a further 3 hours, a further 4.2 g of methyl iodide are added, the cooling source is removed and the mixture is stirred for a further 15 hours. The bulk of the tert.butanol is then removed by evaporation, the residue is taken up in ether... Starting materials: NC1=CC=C2C3CCCCC3N3C2=C1C(C(=C3)C(=O)O)=O (3-amino-7a,8,9,10,11,11a-hexahydro-4-oxo-4H-pyrido[3,2,1-jk]carbazol-5-carboxylic acid), C(C)(=O)OC(C)=O (acetic anhydride). Solvent: [OH-].[K+] (potassium hydroxide). Product: C(C)(=O)NC1=CC=C2C3CCCCC3N3C2=C1C(C(=C3)C(=O)O)=O (3-acetylamino-7a,8,9,10,11,11a-hexahydro-4-oxo-4H-pyrido[3,2,1-jk]carbazol-5-carboxylic acid). As a reaction SMILES: [NH2:1][C:2]1[C:14]2[C:15](=[O:21])[C:16]([C:18]([OH:20])=[O:19])=[CH:17][N:12]3[C:13]=2[C:5]([CH:6]2[CH:11]3[CH2:10][CH2:9][CH2:8][CH2:7]2)=[CH:4][CH:3]=1.[C:22](OC(=O)C)(=[O:24])[CH3:23]>[OH-].[K+]>[C:22]([NH:1][C:2]1[C:14]2[C:15](=[O:21])[C:16]([C:18]([OH:20])=[O:19])=[CH:17][N:12]3[C:13]=2[C:5]([CH:6]2[CH:11]3[CH2:10][CH2:9][CH2:8][CH2:7]2)=[CH:4][CH:3]=1)(=[O:24])[CH3:23] |f:2.3|. Procedure details: 2.84 g of 3-amino-7a,8,9,10,11,11a-hexahydro-4-oxo-4H-pyrido[3,2,1-jk]carbazol-5-carboxylic acid was dissolved in 50 ml of a 2% aqueous potassium hydroxide, and acetic anhydride was added dropwise thereto while ice cooling whereby orange-colored crystals were precipitated. The resulting crystals were separated by filtration, washed with water and recrystallized from dimethylformamide-water to obtain 3 g of 3-acetylamino-7a,8,9,10,11,11a-hexahydro-4-oxo-4H-pyrido[3,2,1-jk]carbazol-5-carboxylic ac... The reactants are O (water), FC=1N=C(C(=NC1)C(=O)N)OC (5-fluoro-3-methoxy-2-pyrazinecarboxamide), [I-].[Na+] (sodium iodide), Cl[Si](C)(C)C (chlorotrimethylsilane). The solvent is C(Cl)(Cl)Cl (chloroform), C(C)#N (acetonitrile). Run at time 20 hour. The product is FC=1N=C(C(=NC1)C(=O)N)O (5-fluoro-3-hydroxy-2-pyrazinecarboxamide). The yield is 12.1%. RXN SMILES: [F:1][C:2]1[N:3]=[C:4]([O:11]C)[C:5]([C:8]([NH2:10])=[O:9])=[N:6][CH:7]=1.[I-].[Na+].Cl[Si](C)(C)C.O>C(#N)C.C(Cl)(Cl)Cl>[F:1][C:2]1[N:3]=[C:4]([OH:11])[C:5]([C:8]([NH2:10])=[O:9])=[N:6][CH:7]=1 |f:1.2|. Procedure details: In a nitrogen atmosphere, 0.09 g of 5-fluoro-3-methoxy-2-pyrazinecarboxamide is suspended in 3.6 mL of acetonitrile. Then, 0.16 g of sodium iodide and 0.11 g of chlorotrimethylsilane are successively added to the suspension, which is then stirred at ambient temperature for 20 hours. Then, 2 mL of water and 40 mL of chloroform are added to the reaction mixture and separated into layers. The organic layer is separated, washed successively with 5% (w/v) aqueous solution of magnesium thiosulfate and... Reactants: CCOC(C)=O, ClCCl, CC(C)(C)OC(=O)N1CCNCC1, [Na+], O=C([O-])O, O=S(=O)(Cl)c1ccccc1. Yields the product CC(C)(C)OC(=O)N1CCN(S(=O)(=O)c2ccccc2)CC1. Reaction SMILES: [CH3:24][CH2:25][O:26][C:27]([CH3:28])=[O:29].[Cl:35][CH2:36][Cl:37].[N:1]1([C:7](=[O:8])[O:9][C:10]([CH3:11])([CH3:12])[CH3:13])[CH2:2][CH2:3][NH:4][CH2:5][CH2:6]1.[Na+:34].[O-:30][C:31]([OH:32])=[O:33].[c:14]1([S:20](=[O:21])(=[O:22])[Cl:23])[cH:15][cH:16][cH:17][cH:18][cH:19]1>>[N:1]1([C:7](=[O:8])[O:9][C:10]([CH3:11])([CH3:12])[CH3:13])[CH2:2][CH2:3][N:4]([S:20]([c:14]2[cH:15][cH:16][cH:17][cH:18][cH:19]2)(=[O:21])=[O:22])[CH2:5][CH2:6]1. Starting materials: COC1=C(C=C2C=CC(=NC2=C1)NCCO)[N+](=O)[O-] (2-(7-methoxy-6-nitro-quinolin-2-ylamino)-ethanol), [Cl-].[NH4+] (ammonium chloride). The reagents and catalysts are [Fe] (iron). Solvent: C(C)O (ethanol), CN(C=O)C (N,N-dimethylformamide). Yields the product NC=1C=C2C=CC(=NC2=CC1OC)NCCO (2-(6-amino-7-methoxy-quinolin-2-ylamino)-ethanol). Isolated yield 95.9%. As a reaction SMILES: [CH3:1][O:2][C:3]1[CH:12]=[C:11]2[C:6]([CH:7]=[CH:8][C:9]([NH:13][CH2:14][CH2:15][OH:16])=[N:10]2)=[CH:5][C:4]=1[N+:17]([O-])=O.[Cl-].[NH4+]>C(O)C.CN(C)C=O.[Fe]>[NH2:17][C:4]1[CH:5]=[C:6]2[C:11](=[CH:12][C:3]=1[O:2][CH3:1])[N:10]=[C:9]([NH:13][CH2:14][CH2:15][OH:16])[CH:8]=[CH:7]2 |f:1.2|. Procedure details: A mixture of 2-(7-methoxy-6-nitro-quinolin-2-ylamino)-ethanol (0.5 g, 1.90 mmol), iron powder (0.32 g, 5.70 mmol) and ammonium chloride (0.32 g, 5.70 mmol) in a mixture of ethanol and water (3/1, 16 mL) was heated at reflux for 2 hours. The reaction mixture was then filtered through a CELITE™ pad, the filtrate was evaporated under reduced pressure and the residue was triturated ten times with a mixture of dichloromethane and methanol (9/1, 50 mL). The residue was concentrated under reduced press... The reactants are 1,3,4-benzotriazepine-2-ones, NC1=C(C(=O)C2=CC=CC=C2)C=CC=C1 (2-aminobenzophenone), NC1=C(C(=O)C2=CC=CC=C2)C=CC=C1 (2-aminobenzophenone), NNC(=O)N (semicarbazide). The product is NC1=C(C(C2=CC=CC=C2)=NNC(=O)N)C=CC=C1 (aminobenzophenone semicarbazone). Reaction SMILES: [NH2:1][C:2]1[CH:15]=[CH:14][CH:13]=[CH:12][C:3]=1[C:4]([C:6]1[CH:11]=[CH:10][CH:9]=[CH:8][CH:7]=1)=O.[NH2:16][NH:17][C:18]([NH2:20])=[O:19]>>[NH2:1][C:2]1[CH:15]=[CH:14][CH:13]=[CH:12][C:3]=1[C:4](=[N:16][NH:17][C:18]([NH2:20])=[O:19])[C:6]1[CH:11]=[CH:10][CH:9]=[CH:8][CH:7]=1. Procedure details: A number of methods for preparing 1,3,4-benzotriazepine-2-ones have been described in the literature. In general, the compounds are prepared by either of two methods from a 2-aminobenzophenone. In the first method, the 2-aminobenzophenone is treated with semicarbazide to give an aminobenzophenone semicarbazone. This product is cyclized to give the benzotriazepine-2-one. See Bull. Chem. Soc. Jap., 43, 135-138 (1970); Japanese publications 70 11,148 (CA 73:25544a) and 70 11,147 (CA 73:25545b). Alt...